This data is from the Open Reaction Database (ORD), a public repository of structured organic reaction records. The task is: describe an organic reaction: reactants, conditions, products, and yield Reactants: [Al+3], CCOCC, COC(=O)c1csc(CN(C)C)c1, [H-], [H-], [H-], [H-], [Li+], O. The product is CN(C)Cc1cc(CO)cs1. As a reaction SMILES: [Al+3:15].[CH2:21]([O:22][CH2:23][CH3:24])[CH3:25].[CH3:1][N:2]([CH3:3])[CH2:4][c:5]1[cH:6][c:7]([C:10](=[O:11])[O:12][CH3:13])[cH:8][s:9]1.[H-:14].[H-:17].[H-:18].[H-:19].[Li+:16].[OH2:20]>>[CH3:1][N:2]([CH3:3])[CH2:4][c:5]1[cH:6][c:7]([CH2:10][OH:11])[cH:8][s:9]1.